This data is from the Open Reaction Database (ORD), a public repository of structured organic reaction records. The task is: describe an organic reaction: reactants, conditions, products, and yield The reactants are CC(=O)O (AcOH), [H-].[Na+] (NaH), oil, FC(CC(CO)(C)NC(OCC1=CC=CC=C1)=O)(F)F (benzyl 4,4,4-trifluoro-1-hydroxy-2-methylbutan-2-ylcarbamate). Solvent: C1CCOC1 (THF). Conditions: time 30 minute. Product: CC1(NC(OC1)=O)CC(F)(F)F (4-methyl-4-(2,2,2-trifluoroethyl)oxazolidin-2-one). Isolated yield 77.6%. Reaction SMILES: [F:1][C:2]([F:20])([F:19])[CH2:3][C:4]([NH:8][C:9](=[O:18])[O:10][CH2:11]C1C=CC=CC=1)([CH3:7])CO.[H-].[Na+].CC(O)=O>C1COCC1>[CH3:7][C:4]1([CH2:3][C:2]([F:1])([F:19])[F:20])[CH2:11][O:10][C:9](=[O:18])[NH:8]1 |f:1.2|. Procedure details: A solution of benzyl 4,4,4-trifluoro-1-hydroxy-2-methylbutan-2-ylcarbamate (830 mg, 2.85 mmol) in THF (55 ml) was cooled to 0° C., and 60% NaH in mineral oil (143 mg, 3.6 mmol) added in one portion. The suspension was stirred for 30 min, then warmed to RT and stirred for 24 h. AcOH (200 ul) added to quench the reaction, and the solution was concentrated in vacuo. The residue was purified by flash chromatography (5% to 20% CH3CN in DCM) to afford the title compound as a white solid (405 mg). 1H N... The reactants are NC1=NC=C(C(=C1N)N[C@H]1[C@H]([C@@H]2C=C[C@H]1C2)C(=O)N)Br ((1S,2S,3R,4R)-3-(2,3-Diamino-5-bromo-pyridin-4-ylamino)-bicyclo[2.2.1]hept-5-ene-2-carboxylic acid amide), CN1N=C(C(=C1C)C=O)C (1,3,5-Trimethyl-1H-pyrazole-4-carbaldehyde), C(C)(=O)[O-].[NH4+] (Ammonium acetate). The product is BrC=1C(=C2C(=NC1)NC(=N2)C=2C(=NN(C2C)C)C)N[C@H]2[C@H]([C@@H]1C=C[C@H]2C1)C(=O)N ((1S,2S,3R,4R)-3-[6-Bromo-2-(1,3,5-trimethyl-1H-pyrazol-4-yl)-3H-imidazo[4,5-b]pyridin-7-ylamino]-bicyclo[2.2.1]hept-5-ene-2-carboxylic acid amide). Procedure details: In a similar fashion to Compound LXXXVII, (1S,2S,3R,4R)-3-(2,3-Diamino-5-bromo-pyridin-4-ylamino)-bicyclo[2.2.1]hept-5-ene-2-carboxylic acid amide (75 mg, 0.22 mmol), 1,3,5-Trimethyl-1H-pyrazole-4-carbaldehyde (33.7 mg, 0.244 mmol), and Ammonium acetate (34.2 mg, 0.444 mmol) were reacted to produce 63.66 mg (64%) of the title compound. (300 MHz, DMSO-d6) 12.46 (s, 1H), 7.99 (s, 1H), 7.70 (s, 1H), 7.19 (s, 1H), 7.93 (d, J=9 Hz, 1H), 6.32 (m, 1H), 6.25 (m, 1H), 5.23 (t, J=17 Hz, 9 Hz, 1H), 3.76 (s... Isolated yield 63.4%. RXN SMILES: [NH2:1][C:2]1[C:7]([NH2:8])=[C:6]([NH:9][C@@H:10]2[C@@H:15]3[CH2:16][C@@H:12]([CH:13]=[CH:14]3)[C@@H:11]2[C:17]([NH2:19])=[O:18])[C:5]([Br:20])=[CH:4][N:3]=1.[CH3:21][N:22]1[C:26]([CH3:27])=[C:25]([CH:28]=O)[C:24]([CH3:30])=[N:23]1.C([O-])(=O)C.[NH4+]>>[Br:20][C:5]1[C:6]([NH:9][C@@H:10]2[C@@H:15]3[CH2:16][C@@H:12]([CH:13]=[CH:14]3)[C@@H:11]2[C:17]([NH2:19])=[O:18])=[C:7]2[N:8]=[C:28]([C:25]3[C:24]([CH3:30])=[N:23][N:22]([CH3:21])[C:26]=3[CH3:27])[NH:1][C:2]2=[N:3][CH:4]=1 |f:2.3|. Reactants: OCCCBr, O=C([O-])[O-], CC(=O)N1CCNCC1, CC#N, CCOCC, [K+], [K+]. The product is CC(=O)N1CCN(CCCO)CC1. Reaction SMILES: [Br:16][CH2:17][CH2:18][CH2:19][OH:20].[C:10](=[O:11])([O-:12])[O-:13].[C:1]([CH3:2])(=[O:3])[N:4]1[CH2:5][CH2:6][NH:7][CH2:8][CH2:9]1.[CH3:21][C:22]#[N:23].[CH3:24][CH2:25][O:26][CH2:27][CH3:28].[K+:14].[K+:15]>>[C:1]([CH3:2])(=[O:3])[N:4]1[CH2:5][CH2:6][N:7]([CH2:17][CH2:18][CH2:19][OH:20])[CH2:8][CH2:9]1.